Dataset: the Open Reaction Database (ORD), a public repository of structured organic reaction records. Task: describe an organic reaction: reactants, conditions, products, and yield Reactants: Cn1cc(Br)nc(Br)c1=O, O=C([O-])[O-], Nc1cnn(C2CC2)c1, ClCCl, [Cs+], [Cs+], C1COCCO1, O=C(C=Cc1ccccc1)C=Cc1ccccc1, O=C(C=Cc1ccccc1)C=Cc1ccccc1, O=C(C=Cc1ccccc1)C=Cc1ccccc1, [Pd], [Pd]. The product is Cn1cc(Br)nc(Nc2cnn(C3CC3)c2)c1=O. Reaction SMILES: [Br:10][c:11]1[c:12](=[O:19])[n:13]([CH3:18])[cH:14][c:15]([Br:17])[n:16]1.[C:20](=[O:21])([O-:22])[O-:23].[CH:1]1([n:4]2[n:5][cH:6][c:7]([NH2:9])[cH:8]2)[CH2:2][CH2:3]1.[Cl:88][CH2:89][Cl:90].[Cs+:24].[Cs+:25].[O:26]1[CH2:27][CH2:28][O:29][CH2:30][CH2:31]1.[O:34]=[C:35]([CH:36]=[CH:37][c:38]1[cH:39][cH:40][cH:41][cH:42][cH:43]1)[CH:44]=[CH:45][c:46]1[cH:47][cH:48][cH:49][cH:50][cH:51]1.[O:52]=[C:53]([CH:54]=[CH:55][c:56]1[cH:57][cH:58][cH:59][cH:60][cH:61]1)[CH:62]=[CH:63][c:64]1[cH:65][cH:66][cH:67][cH:68][cH:69]1.[O:70]=[C:71]([CH:72]=[CH:73][c:74]1[cH:75][cH:76][cH:77][cH:78][cH:79]1)[CH:80]=[CH:81][c:82]1[cH:83][cH:84][cH:85][cH:86][cH:87]1.[Pd:32].[Pd:33]>>[CH:1]1([n:4]2[n:5][cH:6][c:7]([NH:9][c:11]3[c:12](=[O:19])[n:13]([CH3:18])[cH:14][c:15]([Br:17])[n:16]3)[cH:8]2)[CH2:2][CH2:3]1.